This data is from the Open Reaction Database (ORD), a public repository of structured organic reaction records. The task is: describe an organic reaction: reactants, conditions, products, and yield Reactants: [Br-], Br, COc1cccc(C=O)c1OC(C)=O, [K+], O. Yields the product COc1ccc(Br)c(C=O)c1OC(C)=O. RXN SMILES: [Br-:2].[Br:3].[C:4]([CH3:5])(=[O:6])[O:7][c:8]1[c:9]([CH:10]=[O:11])[cH:12][cH:13][cH:14][c:15]1[O:16][CH3:17].[K+:1].[OH2:18]>>[Br:2][c:12]1[c:9]([CH:10]=[O:11])[c:8]([O:7][C:4]([CH3:5])=[O:6])[c:15]([O:16][CH3:17])[cH:14][cH:13]1. Product: IC=1C=C2C=CN(C2=CC1)CCO (2-(5-iodo-indol-1-yl)-ethanol). As a reaction SMILES: [I:1][C:2]1[CH:3]=[C:4]2[C:8](=[CH:9][CH:10]=1)[NH:7][CH:6]=[CH:5]2.[OH-].[K+].Cl[CH2:14][CH2:15][OH:16].CCOC(C)=O>CS(C)=O>[I:1][C:2]1[CH:3]=[C:4]2[C:8](=[CH:9][CH:10]=1)[N:7]([CH2:14][CH2:15][OH:16])[CH:6]=[CH:5]2 |f:1.2|. Run at time 1 hour. The solvent is CS(=O)C (DMSO), CS(=O)C (DMSO). Procedure: Under an N2 atmosphere 30 g (121 mmol) 5-iodoindole are added to a suspension of 27.1 g (484 mmol) KOH in 150 mL DMSO. The reaction mixture is kept for 1 h at RT, cooled to 0° C. with ice water, 9.7 mL (145 mmol) of 2-chloroethanol in 30 mL DMSO are slowly added dropwise and stirred for 4.5 h at RT. The reaction mixture is combined with 1 L EtOAc, washed four times with in each case 800 mL water and once with 400 mL saturated NaCl solution and the organic phase is dried over Na2SO4. After the de... Starting materials: ice water, ClCCO (2-chloroethanol), CCOC(=O)C (EtOAc), IC=1C=C2C=CNC2=CC1 (5-iodoindole), [OH-].[K+] (KOH). Run in O1CCCC1 (tetrahydrofuran). Reported procedure: For example, the 2,5-pyridinedicarboxylic acid, 2-methyl ester, 5-t-butyl ester 15 is contacted with a molar excess of morpholine in an appropriate organic solvent, such as tetrahydrofuran. The reaction is typically conducted at a temperature range of from room temperature to reflux and for a period of time ranging from 5 hours to 3 days. The 6-(morpholine-4-carbonyl)nicotinic acid, t-butyl ester 16 is isolated from the reaction mixture by standard extractive methods as is known in the art and m... Reactants: N1=C(C=CC(=C1)C(=O)[O-])C(=O)OC (2,5-pyridinedicarboxylic acid, 2-methyl ester), 5-t-butyl ester, N1CCOCC1 (morpholine). The product is N1(CCOCC1)C(=O)C1=NC=C(C(=O)OC(C)(C)C)C=C1 (6-(morpholine-4-carbonyl)nicotinic acid, t-butyl ester). Reaction SMILES: [N:1]1[CH:6]=[C:5]([C:7]([O-:9])=[O:8])[CH:4]=[CH:3][C:2]=1[C:10]([O:12]C)=O.[NH:14]1[CH2:19][CH2:18][O:17][CH2:16][CH2:15]1>O1CCCC1>[N:14]1([C:10]([C:2]2[CH:3]=[CH:4][C:5]([C:7]([O:9][C:5]([CH3:7])([CH3:6])[CH3:4])=[O:8])=[CH:6][N:1]=2)=[O:12])[CH2:19][CH2:18][O:17][CH2:16][CH2:15]1. The reactants are CC(C)c1cc(C#N)cc2nc(-c3ccc(COCC4CCN(C(=O)OC(C)(C)C)CC4)cc3)oc12, ClCCl, O=C(O)C(F)(F)F. Product: CC(C)c1cc(C#N)cc2nc(-c3ccc(COCC4CCNCC4)cc3)oc12. Reaction SMILES: [C:1]([O:2][C:3](=[O:4])[N:8]1[CH2:9][CH2:10][CH:11]([CH2:14][O:15][CH2:16][c:17]2[cH:18][cH:19][c:20](-[c:23]3[o:24][c:25]4[c:26]([n:27]3)[cH:28][c:29]([C:35]#[N:36])[cH:30][c:31]4[CH:32]([CH3:33])[CH3:34])[cH:21][cH:22]2)[CH2:12][CH2:13]1)([CH3:5])([CH3:6])[CH3:7].[Cl:44][CH2:45][Cl:46].[F:37][C:38]([F:39])([F:40])[C:41]([OH:42])=[O:43]>>[NH:8]1[CH2:9][CH2:10][CH:11]([CH2:14][O:15][CH2:16][c:17]2[cH:18][cH:19][c:20](-[c:23]3[o:24][c:25]4[c:26]([n:27]3)[cH:28][c:29]([C:35]#[N:36])[cH:30][c:31]4[CH:32]([CH3:33])[CH3:34])[cH:21][cH:22]2)[CH2:12][CH2:13]1. The reactants are CC(=O)Nc1cccc2c1CN(C)C2, CCO, [O-][Cl+][O-], Cl, [Na+]. Product: CC(=O)Nc1ccc(Cl)c2c1CN(C)C2. As a reaction SMILES: [CH3:1][N:2]1[CH2:3][c:4]2[cH:5][cH:6][cH:7][c:8]([NH:11][C:12]([CH3:13])=[O:14])[c:9]2[CH2:10]1.[CH3:20][CH2:21][OH:22].[Cl+:16]([O-:17])[O-:18].[ClH:15].[Na+:19]>>[CH3:1][N:2]1[CH2:3][c:4]2[c:5]([Cl:16])[cH:6][cH:7][c:8]([NH:11][C:12]([CH3:13])=[O:14])[c:9]2[CH2:10]1. Reactants: C(C)(C)(C)S(=O)N=CCCCC(=O)OC (methyl 5-((tert-butylsulfinyl)imino)pentanoate), BrC=1C(=NC=NC1OC)OC (5-bromo-4,6-dimethoxypyrimidine), [Li]CCCC (n-BuLi), hexanes, [NH4+].[Cl-] (NH4Cl). Run in C1CCOC1 (THF), C1CCOC1 (THF), O (water), CCOCC (Et2O). Conditions: temperature -78 celsius, time 10 minute. Yields the product COC1=NC=NC(=C1C(CCCC(=O)OC)NS(=O)C(C)(C)C)OC (methyl 5-(4,6-dimethoxypyrimidin-5-yl)-5-(1,1-dimethylethylsulfinamido)pentanoate). RXN SMILES: Br[C:2]1[C:3]([O:10][CH3:11])=[N:4][CH:5]=[N:6][C:7]=1[O:8][CH3:9].[Li]CCCC.[C:17]([S:21]([N:23]=[CH:24][CH2:25][CH2:26][CH2:27][C:28]([O:30][CH3:31])=[O:29])=[O:22])([CH3:20])([CH3:19])[CH3:18].[NH4+].[Cl-]>C1COCC1.O.CCOCC>[CH3:11][O:10][C:3]1[C:2]([CH:24]([NH:23][S:21]([C:17]([CH3:20])([CH3:19])[CH3:18])=[O:22])[CH2:25][CH2:26][CH2:27][C:28]([O:30][CH3:31])=[O:29])=[C:7]([O:8][CH3:9])[N:6]=[CH:5][N:4]=1 |f:3.4|. Reported procedure: A cooled (−78° C.) solution of 5-bromo-4,6-dimethoxypyrimidine (473 mg; 2.15 mmol) in anh. THF (5 ml), under nitrogen, was treated dropwise with a solution of 1.6 M n-BuLi in hexanes (1.50 ml; 2.40 mmol). The resulting solution was further stirred at −78° C. for 10 min. A solution of methyl 5-((tert-butylsulfinyl)imino)pentanoate (503 mg; 2.15 mmol) in anh. THF (2 ml) was then added to the cooled reaction mixture, and stirring at −78° C. was continued for 60 min. The resulting reaction mixture w... The reactants are Cl.N12CC3[C@H](C(CC(C1)C3)C2)N ((4r)-1-azatricyclo[3.3.1.13,7]dec-4-ylamine hydrochloride), N=1SN=C2C1C=CC(=C2)C(=O)O (benzo[c][1,2,5]thiadiazole-5-carboxylic acid), N (NH3). Yields the product Cl.N12CC3[C@H](C(CC(C1)C3)C2)NC(=O)C2=CC=3C(=NSN3)C=C2 (Benzo[c][1,2,5]thiadiazole-5-carboxylic acid(4r)-(1-azatricyclo[3.3.1.13,7]dec-4-yl)-amide hydrochloride). Reaction SMILES: [ClH:1].[N:2]12[CH2:11][CH:6]3[CH2:7][CH:8]([CH2:10][CH:4]([C@H:5]3[NH2:12])[CH2:3]1)[CH2:9]2.[N:13]1[S:14][N:15]=[C:16]2[CH:21]=[C:20]([C:22](O)=[O:23])[CH:19]=[CH:18][C:17]=12.N>>[ClH:1].[N:2]12[CH2:11][CH:6]3[CH2:7][CH:8]([CH2:10][CH:4]([C@H:5]3[NH:12][C:22]([C:20]3[CH:19]=[CH:18][C:17]4=[N:13][S:14][N:15]=[C:16]4[CH:21]=3)=[O:23])[CH2:3]1)[CH2:9]2 |f:0.1,4.5|. Procedure details: Prepared from (4r)-1-azatricyclo[3.3.1.13,7]dec-4-ylamine hydrochloride and benzo[c][1,2,5]thiadiazole-5-carboxylic acid according to methods A and C. 1H NMR (300 MHz, methanol-d4) δ ppm 2.08-2.34 (m, 5H), 2.51 (s, 2H), 3.42-3.64 (m, 4H), 3.88 (d, J=12.5 Hz, 2H), 4.33 (s, 1H), 7.90-8.51 (m, 1H), 8.98 (s, 1H), 9.57 (s, 1H). MS (DCI/NH3) m/z 315. Anal. Calculated for C16H18N4OS.HCl: C, 54.77; H, 5.46; N, 15.97. Found: C, 53.82; H, 5.31; N, 16.17.